This data is from the Open Reaction Database (ORD), a public repository of structured organic reaction records. The task is: describe an organic reaction: reactants, conditions, products, and yield Starting materials: ice, Cl (hydrochloric acid), [Cl-].[Al+3].[Cl-].[Cl-] (aluminum chloride), C(C)(=O)Cl (acetylchloride), C(C)(C)(C)C1=CC=CC=C1 (tert.butylbenzene). Solvent: O (water), C(Cl)(Cl)(Cl)Cl (carbon tetrachloride). Yields the product C(C)(C)(C)C1=CC=C(C=C1)C(C)=O (4'-tert.butylacetophenone). Yield: 97.3%. As a reaction SMILES: [Cl-].[Al+3].[Cl-].[Cl-].[C:5](Cl)(=[O:7])[CH3:6].[C:9]([C:13]1[CH:18]=[CH:17][CH:16]=[CH:15][CH:14]=1)([CH3:12])([CH3:11])[CH3:10].Cl>O.C(Cl)(Cl)(Cl)Cl>[C:9]([C:13]1[CH:18]=[CH:17][C:16]([C:5](=[O:7])[CH3:6])=[CH:15][CH:14]=1)([CH3:12])([CH3:11])[CH3:10] |f:0.1.2.3|. Procedure: 514 grams (3.85 mol) of anhydrous aluminum chloride was put into 2 liters of carbon tetrachloride. While stirring vigorously, 302 grams (3.85 mol) of acetylchloride was added over a period of 1 hour at a temperature below 10° C. Subsequently, 469 grams (3.5 mol) of tert.butylbenzene was added to the reaction mixture over a period of 3 hours at a temperature below 5° C. After stirring for 1 hour without cooling, the reaction mixture was poured into a mixture of 500 milliliters of water, 1.7 kilog... Starting materials: C(C)(C)(C)C=1SC(=C(N1)CNC1=C(C(=CC=C1)B1OC(C(O1)(C)C)(C)C)C)C(=O)OC (Methyl 2-tert-Butyl-4-((2-methyl-3-(4,4,5,5-tetramethyl-1,3,2dioxaborolan-2-yl)phenylamino)methyl)thiazole-5-carboxylate), [OH-].[Li+] (lithium hydroxide), O (water). Run in C(C)(C)O (isopropyl alcohol). Reaction conditions: temperature 40 celsius, time 8 hour. The product is C(C)(C)(C)C=1SC(=C(N1)CNC1=C(C(=CC=C1)B1OC(C(O1)(C)C)(C)C)C)C(=O)O (2-tert-Butyl-4-((2-methyl-3-(4,4,5,5-tetramethyl-1,3,2-dioxaborolan-2-yl)phenylamino)methyl)thiazole-5-carboxylic acid). Isolated yield 99.8%. RXN SMILES: [C:1]([C:5]1[S:6][C:7]([C:28]([O:30]C)=[O:29])=[C:8]([CH2:10][NH:11][C:12]2[CH:17]=[CH:16][CH:15]=[C:14]([B:18]3[O:22][C:21]([CH3:24])([CH3:23])[C:20]([CH3:26])([CH3:25])[O:19]3)[C:13]=2[CH3:27])[N:9]=1)([CH3:4])([CH3:3])[CH3:2].[OH-].[Li+].O>C(O)(C)C>[C:1]([C:5]1[S:6][C:7]([C:28]([OH:30])=[O:29])=[C:8]([CH2:10][NH:11][C:12]2[CH:17]=[CH:16][CH:15]=[C:14]([B:18]3[O:22][C:21]([CH3:23])([CH3:24])[C:20]([CH3:26])([CH3:25])[O:19]3)[C:13]=2[CH3:27])[N:9]=1)([CH3:4])([CH3:2])[CH3:3] |f:1.2|. Procedure details: A mixture of methyl 2-tert-butyl-4-((2-methyl-3-(4,4,5,5-tetramethyl-1,3,2-dioxaborolan-2-yl)phenylamino)methyl)thiazole-5-carboxylate 109d (1.80 g, 4.05 mmol) and lithium hydroxide (970.0 mg, 40.50 mmol) in isopropyl alcohol (15 mL) and water (15 mL, 830 mmol) was stirred at 40° C. overnight. The reaction mixture was concentrated to ˜50% of original volume, acidified to pH˜2 with conc. hydrochloric acid, and extracted with 9:1 isopropyl acetate/isopropyl alcohol. The extract was dried with anhy... Starting materials: BrCC1CC1, C#Cc1cccc(O)c1, CC(C)=O, CCOCC, [I-], [Na+]. Yields the product C#Cc1cccc(OCC2CC2)c1. As a reaction SMILES: [Br:10][CH2:11][CH:12]1[CH2:13][CH2:14]1.[C:1](#[CH:2])[c:3]1[cH:4][c:5]([OH:9])[cH:6][cH:7][cH:8]1.[CH3:17][C:18](=[O:19])[CH3:20].[CH3:21][CH2:22][O:23][CH2:24][CH3:25].[I-:16].[Na+:15]>>[C:1](#[CH:2])[c:3]1[cH:4][c:5]([O:9][CH2:11][CH:12]2[CH2:13][CH2:14]2)[cH:6][cH:7][cH:8]1.